Dataset: the Open Reaction Database (ORD), a public repository of structured organic reaction records. Task: describe an organic reaction: reactants, conditions, products, and yield Starting materials: Oc1cccc(Br)c1, CCOC(=O)CBr, CN(C)C=O. The product is CCOC(=O)COc1cccc(Br)c1. RXN SMILES: [Br:1][c:2]1[cH:3][c:4]([OH:8])[cH:5][cH:6][cH:7]1.[Br:9][CH2:10][C:11](=[O:12])[O:13][CH2:14][CH3:15].[CH3:16][N:17]([CH3:18])[CH:19]=[O:20]>>[Br:1][c:2]1[cH:3][c:4]([O:8][CH2:10][C:11](=[O:12])[O:13][CH2:14][CH3:15])[cH:5][cH:6][cH:7]1.